This data is from the Open Reaction Database (ORD), a public repository of structured organic reaction records. The task is: describe an organic reaction: reactants, conditions, products, and yield Yields the product COc1ccc2c(c1)c(CC(N)=O)c(SC)n2Cc1ccccc1. Reaction SMILES: [CH2:37]([Cl:38])[Cl:39].[CH3:10][O:11][c:12]1[cH:13][c:14]2[c:15]([CH2:28][C:29](=[O:30])[NH2:31])[cH:16][n:17]([CH2:21][c:22]3[cH:23][cH:24][cH:25][cH:26][cH:27]3)[c:18]2[cH:19][cH:20]1.[CH3:6][S:7][S:8][CH3:9].[Na+:36].[O-:32][C:33]([OH:34])=[O:35].[S:1]([Cl:2])([Cl:3])(=[O:4])=[O:5]>>[S:8]([CH3:9])[c:16]1[c:15]([CH2:28][C:29](=[O:30])[NH2:31])[c:14]2[cH:13][c:12]([O:11][CH3:10])[cH:20][cH:19][c:18]2[n:17]1[CH2:21][c:22]1[cH:23][cH:24][cH:25][cH:26][cH:27]1. Reactants: ClCCl, COc1ccc2c(c1)c(CC(N)=O)cn2Cc1ccccc1, CSSC, [Na+], O=C([O-])O, O=S(=O)(Cl)Cl. Reactants: C(C)(C)(C)OC(=O)N1CCC(CC1)N1N=CC(=C1)C1=C(OC2=C1C=NC(=C2O[C@H](C)C2=C(C(=CC=C2Cl)F)Cl)N)Br (4-(4-{6-amino-2-bromo-7-[(R)-1-(2,6-dichloro-3-fluorophenyl)ethoxy]-furo[3,2-c]pyridin-3-yl}-pyrazol-1-yl)-piperidine-1-carboxylic acid tert-butyl ester), CN(C)C=O (DMF). Reagents/catalysts: [C-]#N.[Zn+2].[C-]#N (zinc cyanide), C=1C=CC(=CC1)[P](C=2C=CC=CC2)(C=3C=CC=CC3)[Pd]([P](C=4C=CC=CC4)(C=5C=CC=CC5)C=6C=CC=CC6)([P](C=7C=CC=CC7)(C=8C=CC=CC8)C=9C=CC=CC9)[P](C=1C=CC=CC1)(C=1C=CC=CC1)C=1C=CC=CC1 (Pd(PPh3)4). Run at temperature 150 celsius, time 4 hour. Product: NC1=C(C2=C(C=N1)C(=C(O2)C#N)C=2C=NN(C2)C2CCNCC2)O[C@H](C)C2=C(C(=CC=C2Cl)F)Cl (6-Amino-7-[(R)-1-(2,6-dichloro-3-fluorophenyl)ethoxy]-3-(1-piperidin-4-yl-1H-pyrazol-4-yl)-furo[3,2-c]pyridine-2-carbonitrile). Reaction SMILES: C(OC([N:8]1[CH2:13][CH2:12][CH:11]([N:14]2[CH:18]=[C:17]([C:19]3[C:23]4[CH:24]=[N:25][C:26]([NH2:40])=[C:27]([O:28][C@@H:29]([C:31]5[C:36]([Cl:37])=[CH:35][CH:34]=[C:33]([F:38])[C:32]=5[Cl:39])[CH3:30])[C:22]=4[O:21][C:20]=3Br)[CH:16]=[N:15]2)[CH2:10][CH2:9]1)=O)(C)(C)C.[CH3:42][N:43](C=O)C>[C-]#N.[Zn+2].[C-]#N.C1C=CC([P]([Pd]([P](C2C=CC=CC=2)(C2C=CC=CC=2)C2C=CC=CC=2)([P](C2C=CC=CC=2)(C2C=CC=CC=2)C2C=CC=CC=2)[P](C2C=CC=CC=2)(C2C=CC=CC=2)C2C=CC=CC=2)(C2C=CC=CC=2)C2C=CC=CC=2)=CC=1>[NH2:40][C:26]1[N:25]=[CH:24][C:23]2[C:19]([C:17]3[CH:16]=[N:15][N:14]([CH:11]4[CH2:12][CH2:13][NH:8][CH2:9][CH2:10]4)[CH:18]=3)=[C:20]([C:42]#[N:43])[O:21][C:22]=2[C:27]=1[O:28][C@@H:29]([C:31]1[C:36]([Cl:37])=[CH:35][CH:34]=[C:33]([F:38])[C:32]=1[Cl:39])[CH3:30] |f:2.3.4,^1:55,57,76,95|. Procedure details: A mixture of [4-(4-{6-amino-2-bromo-7-[(R)-1-(2,6-dichloro-3-fluorophenyl)ethoxy]-furo[3,2-c]pyridin-3-yl}-pyrazol-1-yl)-piperidine-1-carboxylic acid tert-butyl ester (20.0 mg, 0.0299 mmol), zinc cyanide (4.2 mg, 0.036 mmol) and Pd(PPh3)4 (3 mg, 0.003 mmol) in DMF (1 mL) was degassed and refilled with nitrogen (3×). The reaction was heated at 150° C. using a microwave reactor for 2 min. The solution was passed through a PL-Thiol SPE cartridge to remove metals. The material was then dissolved in ... Starting materials: ClC=C(O[Si](C(C)C)(C(C)C)C(C)C)C1=NC=CC=N1 (2-{2-Chloro-1-[(triisopropylsilyl)oxy]ethenyl}pyrimidine), C([O-])(O)=O.[Na+] (sodium bicarbonate). The solvent is C(C)#N (acetonitrile). The product is ClCC(=O)C1=NC=CC=N1 (2-Chloro-1-pyrimidin-2-ylethanone). The yield is 66.7%. As a reaction SMILES: [Cl:1][CH:2]=[C:3]([C:15]1[N:20]=[CH:19][CH:18]=[CH:17][N:16]=1)[O:4][Si](C(C)C)(C(C)C)C(C)C.C(=O)(O)[O-].[Na+]>C(#N)C>[Cl:1][CH2:2][C:3]([C:15]1[N:20]=[CH:19][CH:18]=[CH:17][N:16]=1)=[O:4] |f:1.2|. Procedure: 2-{2-Chloro-1-[(triisopropylsilyl)oxy]ethenyl}pyrimidine (19.4 g, 62.2 mmol) was dissolved in acetonitrile (90 ml) and treated with 48% HF (10 ml) for 4 hr. Sat. sodium bicarbonate solution (ca. 250 ml) was then added carefully to pH7 and the mixture extracted with CH2Cl2 (3×200 ml). After drying (Na2SO4), filtration and evaporation two oils were obtained, the upper colorless oil was decanted off and discarded and the lower oil crystallized to an oily solid. Chromatography over silica gel (500 g...